This data is from the Open Reaction Database (ORD), a public repository of structured organic reaction records. The task is: describe an organic reaction: reactants, conditions, products, and yield Reactants: IC (iodomethane), BrC=1C=C2C(=NC1)NC(C2)=O (5-bromo-1,3-dihydro-pyrrolo[2,3-b]pyridin-2-one), CN(C)C=O (DMF), IC (iodomethane), [H-].[Na+] (NaH), oil, [H-].[Na+] (NaH), oil, [H-].[Na+] (NaH), oil, IC (iodomethane). Reaction conditions: time 30 minute. Yields the product BrC=1C=C2C(=NC1)N(C(C2(C)C)=O)C (5-Bromo-1,3,3-trimethyl-1,3-dihydro-pyrrolo[2,3-b]pyridin-2-one). As a reaction SMILES: [Br:1][C:2]1[CH:3]=[C:4]2[CH2:10][C:9](=O)NC2=[N:6][CH:7]=1.[H-].[Na+].I[CH3:15].[CH3:16][N:17]([CH:19]=[O:20])[CH3:18]>>[Br:1][C:2]1[CH:3]=[C:4]2[C:10]([CH3:9])([CH3:15])[C:19](=[O:20])[N:17]([CH3:18])[C:16]2=[N:6][CH:7]=1 |f:1.2|. Procedure: To a mixture of 5-bromo-1,3-dihydro-pyrrolo[2,3-b]pyridin-2-one (Aldrich, Buchs, Switzerland, 1.394 min) in DMF (7 ml) cooled with an ice-bath was added 55% NaH in oil (1.6 mmol) and the RM was stirred for 30 min at rt, then was added iodomethane (0.1 ml) and the RM was stirred for 30 min at rt. The RM was cooled with an ice-bath and was added 55% NaH in oil (1.6 mmol) and the RM was stirred for 15 min at rt, then was added iodomethane (0.1 ml) and the RM was stirred for 30 min at rt. The RM was... The reactants are CC(NC(=O)OC(C)(C)C)c1cccc(NCc2cccnc2)c1, Cl, C1COCCO1. Product: CC(N)c1cccc(NCc2cccnc2)c1. Reaction SMILES: [C:1]([O:2][C:3](=[O:4])[NH:7][CH:8]([CH3:9])[c:10]1[cH:11][c:12]([NH:16][CH2:17][c:18]2[cH:19][n:20][cH:21][cH:22][cH:23]2)[cH:13][cH:14][cH:15]1)([CH3:5])([CH3:6])[CH3:24].[ClH:25].[O:26]1[CH2:27][CH2:28][O:29][CH2:30][CH2:31]1>>[NH2:7][CH:8]([CH3:9])[c:10]1[cH:11][c:12]([NH:16][CH2:17][c:18]2[cH:19][n:20][cH:21][cH:22][cH:23]2)[cH:13][cH:14][cH:15]1. Starting materials: IC1=C(C(=O)O)C=CC=C1 (2-iodo-benzoic acid), ClC1=C(C=C(C=C1)Cl)O (2,5-dichloro-phenol), C([O-])([O-])=O.[Cs+].[Cs+] (caesium carbonate), Cl (HCl). The reagents and catalysts are CC#N.CC#N.CC#N.CC#N.F[P-](F)(F)(F)(F)F.[Cu+] (tetrakis(acetonitrile)copper(I) hexafluorophosphate). Run in C1(=CC=CC=C1)C (toluene), O (water). Product: ClC1=C(OC2=C(C(=O)O)C=CC=C2)C=C(C=C1)Cl (2-(2,5-Dichloro-phenoxy)-benzoic acid). As a reaction SMILES: I[C:2]1[CH:10]=[CH:9][CH:8]=[CH:7][C:3]=1[C:4]([OH:6])=[O:5].[Cl:11][C:12]1[CH:17]=[CH:16][C:15]([Cl:18])=[CH:14][C:13]=1[OH:19].C(=O)([O-])[O-].[Cs+].[Cs+].Cl>C1(C)C=CC=CC=1.O.CC#N.CC#N.CC#N.CC#N.F[P-](F)(F)(F)(F)F.[Cu+]>[Cl:11][C:12]1[CH:17]=[CH:16][C:15]([Cl:18])=[CH:14][C:13]=1[O:19][C:2]1[CH:10]=[CH:9][CH:8]=[CH:7][C:3]=1[C:4]([OH:6])=[O:5] |f:2.3.4,8.9.10.11.12.13|. Procedure: To a solution of 2-iodo-benzoic acid (3.0 g, 12.10 mmol, 1.0 equiv; [CAS RN 88-67-5]) and 2,5-dichloro-phenol (1.97 g, 12.10 mmol, 1.0 equiv; [CAS RN 583-78-8]) in toluene (50 mL) was added caesium carbonate (7.88 g, 24.20 mmol, 2.0 equiv; [CAS RN 534-17-8]) and tetrakis(acetonitrile)copper(I) hexafluorophosphate (1.13 g, 3.02 mmol, 0.25 equiv; [CAS RN 64443-05-6]). The reaction mixture was heated to reflux over night. The solvent was evaporated under reduced pressure and the crude reaction prod... The reactants are C(N)(=O)C=1C(=NC(=NC1Cl)SC)NC1=C(C=C(C=C1)C1CCN(CC1)C(=O)OC(C)(C)C)Cl (tert-butyl 4-(4-(5-carbamoyl-6-chloro-2-(methylthio)pyrimidin-4-ylamino)-3-chlorophenyl)piperidine-1-carboxylate), O.NN (hydrazine hydrate). Run in O1CCOCC1 (1,4-dioxane). Reaction conditions: time 4 hour. Yields the product C(N)(=O)C=1C(=NC(=NC1NN)SC)NC1=C(C=C(C=C1)C1CCN(CC1)C(=O)OC(C)(C)C)Cl (tert-butyl 4-(4-(5-carbamoyl-6-hydrazinyl-2-(methylthio)pyrimidin-4-ylamino)-3-chlorophenyl)piperidine-1-carboxylate). As a reaction SMILES: [C:1]([C:4]1[C:5]([NH:13][C:14]2[CH:19]=[CH:18][C:17]([CH:20]3[CH2:25][CH2:24][N:23]([C:26]([O:28][C:29]([CH3:32])([CH3:31])[CH3:30])=[O:27])[CH2:22][CH2:21]3)=[CH:16][C:15]=2[Cl:33])=[N:6][C:7]([S:11][CH3:12])=[N:8][C:9]=1Cl)(=[O:3])[NH2:2].O.[NH2:35][NH2:36]>O1CCOCC1>[C:1]([C:4]1[C:5]([NH:13][C:14]2[CH:19]=[CH:18][C:17]([CH:20]3[CH2:21][CH2:22][N:23]([C:26]([O:28][C:29]([CH3:30])([CH3:31])[CH3:32])=[O:27])[CH2:24][CH2:25]3)=[CH:16][C:15]=2[Cl:33])=[N:6][C:7]([S:11][CH3:12])=[N:8][C:9]=1[NH:35][NH2:36])(=[O:3])[NH2:2] |f:1.2|. Procedure: To a solution of the product of Example 55A (131 mg, 0.26 mmol) in 1,4-dioxane (3 mL) was added hydrazine hydrate (50 mg, 0.78 mmol) and the mixture was stirred at ambient temperature for 4 hours. The mixture was concentrated and the residue was washed with hexane and dried to give the title compound. The crude title compound was used in the next step without further purification. MS: 508 (M+H+). Reactants: C(C)(=O)O (acetic acid), [N+](=O)([O-])C1=C2C=CN=CC2=CC=C1 (5-nitroisoquinoline), O (water), C(C)#N (acetonitrile), CN(C)[S+](N(C)C)N(C)C.C[Si-](C)(C)(F)F (TASF). Solvent: CCCCCC (hexane). Reaction conditions: time 22 hour. Yields the product CC(C(=O)OC)C1C(C2=CC=NC=C2C=C1)[N+](=O)[O-] (Methyl α-Methyl-1-nitro-1,2-dihydro-6-azanaphthalene-2-acetate). RXN SMILES: [N+:1]([C:4]1[CH:13]=[CH:12][CH:11]=[C:10]2[C:5]=1[CH:6]=[CH:7][N:8]=[CH:9]2)([O-:3])=[O:2].[C:14](#N)[CH3:15].CN([S+](N(C)C)N(C)C)C.[CH3:27][Si-](F)(F)(C)C.[C:33](O)(=[O:35])C.[OH2:37]>CCCCCC>[CH3:27][CH:14]([CH:13]1[CH:12]=[CH:11][C:10]2[C:5](=[CH:6][CH:7]=[N:8][CH:9]=2)[CH:4]1[N+:1]([O-:3])=[O:2])[C:15]([O:35][CH3:33])=[O:37] |f:2.3|. Procedure details: A flame dried 50 mL flask fitted with an addition funnel was charged with 0.872 g (500 mmol) of 5-nitroisoquinoline and 0.95 mL (5.1 mmol) of MTS. An acetonitrile solution of 1.40 g (5.09 mmol) of TASF was slowly added to the reaction mixture in 15 min at -78° C. The mixture was stirred for 22 h at that temperature. One mL of acetic acid in 5 mL of hexane was added, and reaction was warmed to room temperature. After 30 min, 40 mL of water was added. The solid which precipitated out was collected... The reactants are COc1c2n(c(=O)n(C(C)C)c1=O)CCNC2=O, ClCc1ccc2ccccc2n1, Cl, [H-], [Na+], CN(C)C=O. Product: COc1c2n(c(=O)n(C(C)C)c1=O)CCN(Cc1ccc3ccccc3n1)C2=O. Reaction SMILES: [CH:1]([CH3:2])([CH3:3])[n:4]1[c:5](=[O:18])[n:6]2[c:7]([c:8]([O:11][CH3:12])[c:9]1=[O:10])[C:13](=[O:17])[NH:14][CH2:15][CH2:16]2.[Cl:20][CH2:21][c:22]1[n:23][c:24]2[cH:25][cH:26][cH:27][cH:28][c:29]2[cH:30][cH:31]1.[ClH:19].[H-:32].[Na+:33].[O:34]=[CH:35][N:36]([CH3:37])[CH3:38]>>[CH:1]([CH3:2])([CH3:3])[n:4]1[c:5](=[O:18])[n:6]2[c:7]([c:8]([O:11][CH3:12])[c:9]1=[O:10])[C:13](=[O:17])[N:14]([CH2:21][c:22]1[n:23][c:24]3[cH:25][cH:26][cH:27][cH:28][c:29]3[cH:30][cH:31]1)[CH2:15][CH2:16]2. Starting materials: OCC[C@@H]1OC(OC1)(C)C ((4S)-(+)-4-(2-hydroxyethyl)-2,2-dimethyl-1,3-dioxolane), S(=S)(=O)([O-])[O-].[Na+].[Na+] (sodium thiosulfate), C1(=CC=CC=C1)P(C1=CC=CC=C1)C1=CC=CC=C1 (Triphenyl phosphine), N1C=NC=C1 (imidazole), II (iodine). Run in C(C)OCC.C(C)#N (diethyl ether acetonitrile), C(C)OCC.C(C)#N (diethyl ether acetonitrile). Run at time 3 hour. Yields the product ICC[C@@H]1OC(OC1)(C)C ((4S)-4-(2-Iodoethyl)-2,2-dimethyl-1,3-dioxolane). Yield: 91.6%. RXN SMILES: C1(P(C2C=CC=CC=2)C2C=CC=CC=2)C=CC=CC=1.N1C=CN=C1.[I:25]I.O[CH2:28][CH2:29][C@H:30]1[CH2:34][O:33][C:32]([CH3:36])([CH3:35])[O:31]1.S([O-])([O-])(=O)=S.[Na+].[Na+]>C(OCC)C.C(#N)C>[I:25][CH2:28][CH2:29][C@H:30]1[CH2:34][O:33][C:32]([CH3:36])([CH3:35])[O:31]1 |f:4.5.6,7.8|. Procedure details: Triphenyl phosphine (31.0 g, 118.21 mmol) and imidazole (8.05 g, 118.21 mmol) were dissolved in a mixed solution (400 ml) of diethyl ether-acetonitrile (3:1), iodine (30.0 g, 118.21 mmol) was added thereto under cooling on ice and the mixture was stirred at room temperature for 3 hours. The solution was cooled on ice again, a mixed solution (100 ml) of (4S)-(+)-4-(2-hydroxyethyl)-2,2-dimethyl-1,3-dioxolane (15 g, 98.51 mmol) in diethyl ether-acetonitrile (3:1) was added thereto and stirred at ro... Starting materials: CCN1CCC=C(c2cccc(OC)c2)C1, Cl, [NH4+], [OH-], O, c1cc[nH+]cc1. Product: CCN1CCC=C(c2cccc(O)c2)C1. Reaction SMILES: [CH3:1][O:2][c:3]1[cH:4][c:5]([C:9]2=[CH:14][CH2:13][CH2:12][N:11]([CH2:15][CH3:16])[CH2:10]2)[cH:6][cH:7][cH:8]1.[ClH:17].[NH4+:24].[OH-:25].[OH2:26].[nH+:18]1[cH:19][cH:20][cH:21][cH:22][cH:23]1>>[OH:2][c:3]1[cH:4][c:5]([C:9]2=[CH:14][CH2:13][CH2:12][N:11]([CH2:15][CH3:16])[CH2:10]2)[cH:6][cH:7][cH:8]1. The reactants are BrCC1=CC=C(C=C1)C1=CC=CC=C1 (4-Bromomethyl-biphenyl), Cl.NCC(=O)N1CCC(CC1)OC1=C(C=CC=C1)Cl (2-amino-1-[4-(2-chloro-phenoxy)-piperidin-1-yl]-ethanone hydrochloride), O[Li].O (LiOH.H2O). The solvent is CN(C)C=O (DMF). Reaction conditions: time 8 hour. Yields the product C1(=CC=C(C=C1)CNCC(=O)N1CCC(CC1)OC1=C(C=CC=C1)Cl)C1=CC=CC=C1 (2-[(biphenyl-4-ylmethyl)-amino]-1-[4-(2-chloro-phenoxy)-piperidin-1-yl]-ethanone). Yield: 11.5%. RXN SMILES: Br[CH2:2][C:3]1[CH:8]=[CH:7][C:6]([C:9]2[CH:14]=[CH:13][CH:12]=[CH:11][CH:10]=2)=[CH:5][CH:4]=1.Cl.[NH2:16][CH2:17][C:18]([N:20]1[CH2:25][CH2:24][CH:23]([O:26][C:27]2[CH:32]=[CH:31][CH:30]=[CH:29][C:28]=2[Cl:33])[CH2:22][CH2:21]1)=[O:19].O[Li].O>CN(C=O)C>[C:6]1([C:9]2[CH:14]=[CH:13][CH:12]=[CH:11][CH:10]=2)[CH:7]=[CH:8][C:3]([CH2:2][NH:16][CH2:17][C:18]([N:20]2[CH2:25][CH2:24][CH:23]([O:26][C:27]3[CH:32]=[CH:31][CH:30]=[CH:29][C:28]=3[Cl:33])[CH2:22][CH2:21]2)=[O:19])=[CH:4][CH:5]=1 |f:1.2,3.4|. Procedure: A mixture of biphenyl-4-yl-methanol (250 mg, 1.35 mmol) and aqueous HBr (48%) (3 mL) was stirred at 10° C. for 3 hrs. After completion of the reaction, the mixture was diluted with cold water, extracted with ethyl acetate and dried over sodium sulfate. The organic layer collected was concentrated under reduced pressure to afford 330 mg (98.5% Yield) 4-bromomethyl-biphenyl. 4-Bromomethyl-biphenyl (120 mg, 0.485 mmol) was added to a stirred mixture of 2-amino-1-[4-(2-chloro-phenoxy)-piperidin-1-yl...